From a dataset of the Open Reaction Database (ORD), a public repository of structured organic reaction records. describe an organic reaction: reactants, conditions, products, and yield Starting materials: CCOC(=O)CC1CCc2c1[nH]c1ccc(OCc3ccc(C(F)(F)F)cc3C(F)(F)F)cc21, [Na+], C1COCCO1, [OH-], O. Yields the product O=C(O)CC1CCc2c1[nH]c1ccc(OCc3ccc(C(F)(F)F)cc3C(F)(F)F)cc21. Reaction SMILES: [F:1][C:2]([c:3]1[c:4]([CH2:5][O:6][c:7]2[cH:8][c:9]3[c:10]4[c:11]([nH:12][c:13]3[cH:14][cH:15]2)[CH:16]([CH2:19][C:20](=[O:21])[O:22][CH2:23][CH3:24])[CH2:17][CH2:18]4)[cH:25][cH:26][c:27]([C:29]([F:30])([F:31])[F:32])[cH:28]1)([F:33])[F:34].[Na+:36].[O:37]1[CH2:38][CH2:39][O:40][CH2:41][CH2:42]1.[OH-:35].[OH2:43]>>[F:1][C:2]([c:3]1[c:4]([CH2:5][O:6][c:7]2[cH:8][c:9]3[c:10]4[c:11]([nH:12][c:13]3[cH:14][cH:15]2)[CH:16]([CH2:19][C:20](=[O:21])[OH:22])[CH2:17][CH2:18]4)[cH:25][cH:26][c:27]([C:29]([F:30])([F:31])[F:32])[cH:28]1)([F:33])[F:34]. Starting materials: C=CS(=O)(=O)c1ccc(OC)c(S(=O)(=O)Cl)c1, ClCCl, Nc1ccccc1NS(=O)(=O)c1cc2ccccc2s1, c1ccncc1. Product: C=CS(=O)(=O)c1ccc(OC)c(S(=O)(=O)Nc2ccccc2NS(=O)(=O)c2cc3ccccc3s2)c1. Reaction SMILES: [CH:21](=[CH2:22])[S:23](=[O:24])(=[O:25])[c:26]1[cH:27][cH:28][c:29]([O:36][CH3:37])[c:30]([S:32](=[O:33])(=[O:34])[Cl:35])[cH:31]1.[Cl:38][CH2:39][Cl:40].[NH2:1][c:2]1[c:3]([NH:8][S:9](=[O:10])(=[O:11])[c:12]2[cH:13][c:14]3[c:15]([s:16]2)[cH:17][cH:18][cH:19][cH:20]3)[cH:4][cH:5][cH:6][cH:7]1.[cH:41]1[cH:42][cH:43][n:44][cH:45][cH:46]1>>[NH:1]([c:2]1[c:3]([NH:8][S:9](=[O:10])(=[O:11])[c:12]2[cH:13][c:14]3[c:15]([s:16]2)[cH:17][cH:18][cH:19][cH:20]3)[cH:4][cH:5][cH:6][cH:7]1)[S:32]([c:30]1[c:29]([O:36][CH3:37])[cH:28][cH:27][c:26]([S:23]([CH:21]=[CH2:22])(=[O:24])=[O:25])[cH:31]1)(=[O:33])=[O:34]. Reactants: C(C)C1=CC=C(S1)C(C(=O)O)CC(=O)O ((5-ethyl-2-thienyl)succinic acid). The solvent is C(C)(=O)Cl (acetyl chloride). Yields the product C(C)C1=CC=C(S1)C1C(=O)OC(C1)=O ((5-ethyl-2-thienyl)succinic anhydride). Yield: 77.8%. Reaction SMILES: [CH2:1]([C:3]1[S:7][C:6]([CH:8]([CH2:12][C:13]([OH:15])=[O:14])[C:9]([OH:11])=O)=[CH:5][CH:4]=1)[CH3:2]>C(Cl)(=O)C>[CH2:1]([C:3]1[S:7][C:6]([CH:8]2[CH2:12][C:13](=[O:14])[O:15][C:9]2=[O:11])=[CH:5][CH:4]=1)[CH3:2]. Procedure: Ring formation of 20 g (0.088 mole) of (5-ethyl-2-thienyl)succinic acid by 90 cc of acetyl chloride, performed under the conditions of example 3, provided 14.4 g (yield=78%) of (5-ethyl-2-thienyl)succinic anhydride. The reactants are Cl, [I-], [K+], O=N[O-], COCC1CN(c2ccc(C3CCCCC3)c(N)c2)C(=O)O1, [Na+], O. Product: COCC1CN(c2ccc(C3CCCCC3)c(I)c2)C(=O)O1. As a reaction SMILES: [ClH:23].[I-:29].[K+:28].[N:24]([O-:25])=[O:26].[NH2:1][c:2]1[cH:3][c:4]([N:14]2[C:15](=[O:22])[O:16][CH:17]([CH2:19][O:20][CH3:21])[CH2:18]2)[cH:5][cH:6][c:7]1[CH:8]1[CH2:9][CH2:10][CH2:11][CH2:12][CH2:13]1.[Na+:27].[OH2:30]>>[c:2]1([I:29])[cH:3][c:4]([N:14]2[C:15](=[O:22])[O:16][CH:17]([CH2:19][O:20][CH3:21])[CH2:18]2)[cH:5][cH:6][c:7]1[CH:8]1[CH2:9][CH2:10][CH2:11][CH2:12][CH2:13]1. Reactants: CC(=O)c1ccc(C(=O)N2CC(Oc3ccc(F)cc3C(C)(C)C)C2)cc1, C[Mg+], CCOCC, [I-]. The product is CC(C)(C)c1cc(F)ccc1OC1CN(C(=O)c2ccc(C(C)(C)O)cc2)C1. Reaction SMILES: [C:1]([CH3:2])([CH3:3])([CH3:4])[c:5]1[c:6]([O:7][CH:8]2[CH2:9][N:10]([C:12](=[O:13])[c:14]3[cH:15][cH:16][c:17]([C:20]([CH3:21])=[O:22])[cH:18][cH:19]3)[CH2:11]2)[cH:23][cH:24][c:25]([F:27])[cH:26]1.[CH3:29][Mg+:30].[CH3:31][CH2:32][O:33][CH2:34][CH3:35].[I-:28]>>[C:1]([CH3:2])([CH3:3])([CH3:4])[c:5]1[c:6]([O:7][CH:8]2[CH2:9][N:10]([C:12](=[O:13])[c:14]3[cH:15][cH:16][c:17]([C:20]([CH3:21])([OH:22])[CH3:29])[cH:18][cH:19]3)[CH2:11]2)[cH:23][cH:24][c:25]([F:27])[cH:26]1. The reactants are NC=1C=C(C=CC1)O (3-aminophenol), ClC1=NC(=NC(=C1)Cl)CC (4,6-dichloro-2-ethylpyrimidine). The solvent is C(C)OCCO (2-ethoxyethanol). Reaction conditions: time 5 hour. Product: C(C)C1=NC(=CC(=N1)NC1=CC(=CC=C1)O)NC1=CC(=CC=C1)O (2-ethyl-N,N′-bis(3-hydroxyphenyl)pyrimidine-4,6-diamine). RXN SMILES: [NH2:1][C:2]1[CH:3]=[C:4]([OH:8])[CH:5]=[CH:6][CH:7]=1.Cl[C:10]1[CH:15]=[C:14](Cl)[N:13]=[C:12]([CH2:17][CH3:18])[N:11]=1>C(OCCO)C>[CH2:17]([C:12]1[N:13]=[C:14]([NH:1][C:2]2[CH:7]=[CH:6][CH:5]=[C:4]([OH:8])[CH:3]=2)[CH:15]=[C:10]([NH:1][C:2]2[CH:7]=[CH:6][CH:5]=[C:4]([OH:8])[CH:3]=2)[N:11]=1)[CH3:18]. Procedure details: After dissolving 3-aminophenol (1.09 g, 10.0 mmol) in 2-ethoxyethanol (5.0 mL), 4,6-dichloro-2-ethylpyrimidine (0.89 g, 5.0 mmol) was added and stirring carried out for 5 hours at 130° C.